From a dataset of the Open Reaction Database (ORD), a public repository of structured organic reaction records. describe an organic reaction: reactants, conditions, products, and yield The reactants are [N+](=O)([O-])C1=CC=C(C(=O)O)C=C1 (4-nitrobenzoic acid), ClC1=CC=C(C=C1)CCN1CCNCC1 (1-[(4-chlorophenyl)ethyl]piperazine), N,N-carbonylimidazole. Run in CN(C=O)C (N,N-dimethylformamide). Product: [N+](=O)([O-])C1=CC=C(C(=O)N2CCN(CC2)CCC2=CC=C(C=C2)Cl)C=C1 (1-(4-nitrobenzoyl)-4-[2-(4-chlorophenyl)ethyl]piperazine). As a reaction SMILES: [N+:1]([C:4]1[CH:12]=[CH:11][C:7]([C:8]([OH:10])=O)=[CH:6][CH:5]=1)([O-:3])=[O:2].[Cl:13][C:14]1[CH:19]=[CH:18][C:17]([CH2:20][CH2:21][N:22]2[CH2:27][CH2:26][NH:25][CH2:24][CH2:23]2)=[CH:16][CH:15]=1>CN(C)C=O>[N+:1]([C:4]1[CH:5]=[CH:6][C:7]([C:8]([N:25]2[CH2:24][CH2:23][N:22]([CH2:21][CH2:20][C:17]3[CH:18]=[CH:19][C:14]([Cl:13])=[CH:15][CH:16]=3)[CH2:27][CH2:26]2)=[O:10])=[CH:11][CH:12]=1)([O-:3])=[O:2]. Procedure details: The 1-(4-nitrobenzoyl)-4-[2-(4-chlorophenyl)ethyl]piperazine is prepared from 4-nitrobenzoic acid and 1-[(4-chlorophenyl)ethyl]piperazine in N,N-dimethylformamide in the presence of N,N-carbonylimidazole. It melts at 109°-110°. Starting materials: C1(=CC=CC=C1)C(C1=CC=CC=C1)OC(=O)C1=C(CS[C@H]2N1C([C@H]2NC([C@@H](NC(=O)N2C(C(N(CC2)CC)=O)=O)C2=C(C=C(C=C2)C(=O)OC(C)(C)C)N)=O)=O)COC(N)=O (7β-[(2S)-2-(4-BOC-aminophenyl)-2-(4-ethyl-2,3-dioxopiperazine-1-carboxamido)-acetamido]-3-carbamoyloxymethyl-3-cephem-4-carboxylic acid diphenylmethyl ester), O.C1(=CC=C(C=C1)S(=O)(=O)O)C (p-toluenesulphonic acid monohydrate), C(C)#N (acetonitrile). Yields the product C1(=CC=C(C=C1)S(=O)(=O)O)C.C1(=CC=CC=C1)C(C1=CC=CC=C1)OC(=O)C1=C(CS[C@H]2N1C([C@H]2NC([C@@H](NC(=O)N2C(C(N(CC2)CC)=O)=O)C2=CC=C(C=C2)N)=O)=O)COC(N)=O (7β-[(2S)-2-(4-Aminophenyl)-2-(4-ethyl-2,3-dioxopiperazine-1-carboxamido)-acetamido]-3-carbamoyloxymethyl-3-cephem-4-carboxylic acid diphenylmethyl ester p-toluenesulphonate). As a reaction SMILES: [C:1]1([CH:7]([O:14][C:15]([C:17]2[N:22]3[C:23](=[O:56])[C@@H:24]([NH:25][C:26](=[O:55])[C@H:27]([C:41]4[CH:46]=[CH:45][C:44](C(OC(C)(C)C)=O)=[CH:43][C:42]=4N)[NH:28][C:29]([N:31]4[CH2:36][CH2:35][N:34]([CH2:37][CH3:38])[C:33](=[O:39])[C:32]4=[O:40])=[O:30])[C@H:21]3[S:20][CH2:19][C:18]=2[CH2:57][O:58][C:59](=[O:61])[NH2:60])=[O:16])[C:8]2[CH:13]=[CH:12][CH:11]=[CH:10][CH:9]=2)[CH:6]=[CH:5][CH:4]=[CH:3][CH:2]=1.O.[C:63]1([CH3:73])[CH:68]=[CH:67][C:66]([S:69]([OH:72])(=[O:71])=[O:70])=[CH:65][CH:64]=1.C(#[N:76])C>>[C:63]1([CH3:73])[CH:64]=[CH:65][C:66]([S:69]([OH:72])(=[O:70])=[O:71])=[CH:67][CH:68]=1.[C:1]1([CH:7]([O:14][C:15]([C:17]2[N:22]3[C:23](=[O:56])[C@@H:24]([NH:25][C:26](=[O:55])[C@H:27]([C:41]4[CH:42]=[CH:43][C:44]([NH2:76])=[CH:45][CH:46]=4)[NH:28][C:29]([N:31]4[CH2:36][CH2:35][N:34]([CH2:37][CH3:38])[C:33](=[O:39])[C:32]4=[O:40])=[O:30])[C@H:21]3[S:20][CH2:19][C:18]=2[CH2:57][O:58][C:59](=[O:61])[NH2:60])=[O:16])[C:8]2[CH:13]=[CH:12][CH:11]=[CH:10][CH:9]=2)[CH:6]=[CH:5][CH:4]=[CH:3][CH:2]=1 |f:1.2,4.5|. Procedure details: 3.3 g of 7β-[(2S)-2-(4-BOC-aminophenyl)-2-(4-ethyl-2,3-dioxopiperazine-1-carboxamido)-acetamido]-3-carbamoyloxymethyl-3-cephem-4-carboxylic acid diphenylmethyl ester are reacted in 100 ml of acetonitrile with 1.46 g of p-toluenesulphonic acid monohydrate in the manner described in Example 22. 7β-[(2S)-2-(4-Aminophenyl)-2-(4-ethyl-2,3-dioxopiperazine-1-carboxamido)-acetamido]-3-carbamoyloxymethyl-3-cephem-4-carboxylic acid diphenylmethyl ester p-toluenesulphonate is obtained. [α]D20 =+27°±1° (0.9... Reactants: C(C)OC(CC1=CC(=CC=C1)OC\C=C\C#CC1=CC=C(C=C1)C#C\C=C\COC1=CC(=CC=C1)CC(=O)OCC)=O ((E)(E) [3-(5-{4-[5-(3-ethoxycarbonylmethyl-phenoxy)-pent-3-en-1-ynyl]-phenyl}-pent-2-en-4-ynyloxy)-phenyl]-acetic acid ethyl ester), [OH-].[Na+] (sodium hydroxide), Cl (hydrochloride), C(C)(=O)OCC (ethyl acetate). Solvent: C1CCOC1 (THF), C(C)O (ethanol). Run at time 3 hour. Product: C(C)OC(=O)CC=1C=C(OC/C=C/C#CC2=CC=C(C=C2)C#C/C=C/COC=2C=C(C=CC2)CC(=O)O)C=CC1 ((E)(E) [3-(5-{4-[5-(3-Ethoxycarbonylmethyl-phenoxy)-pent-3-en-1-ynyl]-phenyl}-pent-2-en-4-ynyloxy)-phenyl]-acetic acid). RXN SMILES: [CH2:1]([O:3][C:4](=[O:42])[CH2:5][C:6]1[CH:11]=[CH:10][CH:9]=[C:8]([O:12][CH2:13]/[CH:14]=[CH:15]/[C:16]#[C:17][C:18]2[CH:23]=[CH:22][C:21]([C:24]#[C:25]/[CH:26]=[CH:27]/[CH2:28][O:29][C:30]3[CH:35]=[CH:34][CH:33]=[C:32]([CH2:36][C:37]([O:39]CC)=[O:38])[CH:31]=3)=[CH:20][CH:19]=2)[CH:7]=1)[CH3:2].[OH-].[Na+].Cl.C(OCC)(=O)C>C1COCC1.C(O)C>[CH2:1]([O:3][C:4]([CH2:5][C:6]1[CH:7]=[C:8]([CH:9]=[CH:10][CH:11]=1)[O:12][CH2:13]/[CH:14]=[CH:15]/[C:16]#[C:17][C:18]1[CH:23]=[CH:22][C:21]([C:24]#[C:25]/[CH:26]=[CH:27]/[CH2:28][O:29][C:30]2[CH:31]=[C:32]([CH2:36][C:37]([OH:39])=[O:38])[CH:33]=[CH:34][CH:35]=2)=[CH:20][CH:19]=1)=[O:42])[CH3:2] |f:1.2|. Procedure details: To a solution of (E)(E) [3-(5-{4-[5-(3-ethoxycarbonylmethyl-phenoxy)-pent-3-en-1-ynyl]-phenyl}-pent-2-en-4-ynyloxy)-phenyl]-acetic acid ethyl ester (example 21) (200 mg, 0.35 mmol) in THF (2 mL) and ethanol (6 mL) was added 1N sodium hydroxide (1 mL). After stirring at room temperature for 3 h, the reaction mixture was added 1N hydrochloride acid and ethyl acetate. The title compound was isolated by filtration of the mixture in 50 mg yield. Reactants: BrC1=CC=C(C=C1)N1C=CC2=CC(=CC=C12)OS(=O)(=O)C(F)(F)F (Trifluoro-methanesulfonic acid 1-(4-bromo-phenyl)-1H-indol-5-yl ester), C(#C)[Si](C)(C)C (ethynyltrimethylsilane), C(#C)[Si](C)(C)C (ethynyltrimethylsilane). The reagents and catalysts are [Pd].C1(=CC=CC=C1)P(C1=CC=CC=C1)C1=CC=CC=C1.C1(=CC=CC=C1)P(C1=CC=CC=C1)C1=CC=CC=C1.C1(=CC=CC=C1)P(C1=CC=CC=C1)C1=CC=CC=C1.C1(=CC=CC=C1)P(C1=CC=CC=C1)C1=CC=CC=C1 (tetrakis-(triphenylphosphine)-palladium), [Cu]I (CuI). Run in N1CCCCC1 (piperidine). Run at time 48 hour. Yields the product C[Si](C)(C)C#CC1=CC=C(C=C1)N1C=CC2=CC(=CC=C12)OS(=O)(=O)C(F)(F)F (Trifluoro-methanesulfonic acid 1-(4-trimethylsilanylethynyl-phenyl)-1H-indol-5-yl ester). The yield is 38.9%. As a reaction SMILES: Br[C:2]1[CH:7]=[CH:6][C:5]([N:8]2[C:16]3[C:11](=[CH:12][C:13]([O:17][S:18]([C:21]([F:24])([F:23])[F:22])(=[O:20])=[O:19])=[CH:14][CH:15]=3)[CH:10]=[CH:9]2)=[CH:4][CH:3]=1.[C:25]([Si:27]([CH3:30])([CH3:29])[CH3:28])#[CH:26]>N1CCCCC1.[Pd].C1(P(C2C=CC=CC=2)C2C=CC=CC=2)C=CC=CC=1.C1(P(C2C=CC=CC=2)C2C=CC=CC=2)C=CC=CC=1.C1(P(C2C=CC=CC=2)C2C=CC=CC=2)C=CC=CC=1.C1(P(C2C=CC=CC=2)C2C=CC=CC=2)C=CC=CC=1.[Cu]I>[CH3:28][Si:27]([C:25]#[C:26][C:2]1[CH:7]=[CH:6][C:5]([N:8]2[C:16]3[C:11](=[CH:12][C:13]([O:17][S:18]([C:21]([F:23])([F:22])[F:24])(=[O:20])=[O:19])=[CH:14][CH:15]=3)[CH:10]=[CH:9]2)=[CH:4][CH:3]=1)([CH3:30])[CH3:29] |f:3.4.5.6.7|. Procedure details: To 4.2 g (10 mmol) Trifluoro-methanesulfonic acid 1-(4-bromo-phenyl)-1H-indol-5-yl ester in 30 ml piperidine, 580 mg (0.5 mmol) tetrakis-(triphenylphosphine)-palladium and 100 mg (0.625 mmol) CuI were added. The solution was evaporated and purged with argon three times, before 1.4 ml (10 mmol) ethynyltrimethylsilane were added. The solution was stirred at RT for 48 h. Additional 0.38 ml (3.3 mmol) ethynyltrimethylsilane were added and the mixture was stirred at 50° C. for 1 h. The solution was c... The reactants are C(C1=CC=CC=C1)(=O)OCC(=O)C1=C(C=CC=C1)N(C=O)C (2-[2-(N-methylformamido)phenyl]-2oxoethyl benzoate), C([O-])([O-])=O.[K+].[K+] (potassium carbonate). Solvent: CN(C=O)C (dimethylformamide). Run at time 4 hour. Yields the product C(C1=CC=CC=C1)(=O)OC1=CN(C2=CC=CC=C2C1=O)C (1-methyl-4-oxo-1,4-dihydroquinol-3-yl benzoate). RXN SMILES: [C:1]([O:9][CH2:10][C:11]([C:13]1[CH:18]=[CH:17][CH:16]=[CH:15][C:14]=1[N:19]([CH3:22])[CH:20]=O)=[O:12])(=[O:8])[C:2]1[CH:7]=[CH:6][CH:5]=[CH:4][CH:3]=1.C(=O)([O-])[O-].[K+].[K+]>CN(C)C=O>[C:1]([O:9][C:10]1[C:11](=[O:12])[C:13]2[C:14](=[CH:15][CH:16]=[CH:17][CH:18]=2)[N:19]([CH3:22])[CH:20]=1)(=[O:8])[C:2]1[CH:7]=[CH:6][CH:5]=[CH:4][CH:3]=1 |f:1.2.3|. Procedure details: A mixture of 2-[2-(N-methylformamido)phenyl]-2oxoethyl benzoate (84 g), potassium carbonate (39.2 g) and dry dimethylformamide (1100 ml) was stirred at 50 to 60° for 4 hours. The solvent was removed under reduced pressure at 60° and the residue was triturated with water (700 ml). The resultant solid was collected by filtration and washed with water (4×250 ml) followed by diethyl ether (250 ml) to give the novel compound 1-methyl-4-oxo-1,4-dihydroquinol-3-yl benzoate, m.p.2)5-21 7°. The reactants are [Ag+2], O=C([O-])[O-], CI, ClC(Cl)Cl, Cc1[nH]c(=O)c(Cl)c(Oc2cc(Cl)cc(C#N)c2)c1Cl. Product: COc1nc(C)c(Cl)c(Oc2cc(Cl)cc(C#N)c2)c1Cl. RXN SMILES: [Ag+2:27].[C:23](=[O:24])([O-:25])[O-:26].[CH3:21][I:22].[CH:28]([Cl:29])([Cl:30])[Cl:31].[Cl:1][c:2]1[cH:3][c:4]([C:5]#[N:6])[cH:7][c:8]([O:10][c:11]2[c:12]([Cl:20])[c:13](=[O:19])[nH:14][c:15]([CH3:18])[c:16]2[Cl:17])[cH:9]1>>[Cl:1][c:2]1[cH:3][c:4]([C:5]#[N:6])[cH:7][c:8]([O:10][c:11]2[c:12]([Cl:20])[c:13]([O:19][CH3:21])[n:14][c:15]([CH3:18])[c:16]2[Cl:17])[cH:9]1. Starting materials: [Br-], C1CCOC1, COC(=O)C(C)(C)CCC(=O)N(C)OC, Fc1cc(F)cc([Mg+])c1. Yields the product COC(=O)C(C)(C)CCC(=O)c1cc(F)cc(F)c1. As a reaction SMILES: [Br-:16].[CH2:26]1[O:27][CH2:28][CH2:29][CH2:30]1.[CH3:1][O:2][N:3]([C:4]([CH2:5][CH2:6][C:7]([C:8](=[O:9])[O:10][CH3:11])([CH3:12])[CH3:13])=[O:14])[CH3:15].[F:17][c:18]1[cH:19][c:20]([Mg+:25])[cH:21][c:22]([F:24])[cH:23]1>>[C:4]([CH2:5][CH2:6][C:7]([C:8](=[O:9])[O:10][CH3:11])([CH3:12])[CH3:13])(=[O:14])[c:20]1[cH:19][c:18]([F:17])[cH:23][c:22]([F:24])[cH:21]1. The reactants are CC[N+](CC)(CC)Cc1ccccc1, Cc1ccccc1, [Cl-], N#CCc1ccc(Cl)cc1Cl, Cc1ccc(S(=O)(=O)N(CCCl)CCCl)cc1, [Na+], C1CCOC1, [OH-], O. Product: Cc1ccc(S(=O)(=O)N2CCC(C#N)(c3ccc(Cl)cc3Cl)CC2)cc1. RXN SMILES: [CH2:37]([N+:38]([CH2:39][CH3:40])([CH2:41][CH3:42])[CH2:43][c:44]1[cH:45][cH:46][cH:47][cH:48][cH:49]1)[CH3:50].[CH3:52][c:53]1[cH:54][cH:55][cH:56][cH:57][cH:58]1.[Cl-:36].[Cl:20][c:21]1[c:22]([CH2:28][C:29]#[N:30])[cH:23][cH:24][c:25]([Cl:27])[cH:26]1.[Cl:3][CH2:4][CH2:5][N:6]([S:7](=[O:8])(=[O:9])[c:10]1[cH:11][cH:12][c:13]([CH3:16])[cH:14][cH:15]1)[CH2:17][CH2:18][Cl:19].[Na+:2].[O:31]1[CH2:32][CH2:33][CH2:34][CH2:35]1.[OH-:1].[OH2:51]>>[CH2:4]1[CH2:5][N:6]([S:7](=[O:8])(=[O:9])[c:10]2[cH:11][cH:12][c:13]([CH3:16])[cH:14][cH:15]2)[CH2:17][CH2:18][C:28]1([c:22]1[c:21]([Cl:20])[cH:26][c:25]([Cl:27])[cH:24][cH:23]1)[C:29]#[N:30]. Reaction SMILES: [C:1]1(C)C=CC=CC=1.Br[C:9]1[CH:10]=[CH:11][C:12]([NH2:17])=[C:13]([CH:16]=1)[CH2:14][NH2:15]>CCOC(C)=O>[NH:17]1[C:12]2[C:13](=[CH:16][CH:9]=[CH:10][CH:11]=2)[CH:14]=[N:15][CH2:1]1. The product is N1CN=CC2=CC=CC=C12 (dihydroquinazoline). Procedure details: To toluene (200 mL), 5-bromo-2-amino-benzylamine (9.5 g, 47.2 mmol) and trimethylbenzoic orthoester (8.2 g, 47.2 mmol) were added, followed by p-toulensulfonic acid (1.35 g, 7.1 mmol). The resulting suspension was stirred at reflux for 50 hours. The reaction mixture was cooled at r.t., diluted with AcOEt (150 mL), washed with saturated sodium bicarbonate, then with water. The organic layer was dried and concentrated to provide the intermediate dihydroquinazoline as a light brown solid (8.5 g; 63... Solvent: CCOC(=O)C (AcOEt). The reactants are C1(=CC=CC=C1)C (toluene), BrC=1C=CC(=C(CN)C1)N (5-bromo-2-amino-benzylamine), orthoester, acid.